From a dataset of the Open Reaction Database (ORD), a public repository of structured organic reaction records. describe an organic reaction: reactants, conditions, products, and yield Starting materials: C(C1=CC=CC=C1)(=O)NC(=S)NCC1CCC(CC1)NC(OCC1=CC=CC=C1)=O (benzyl N-[4-({[(benzoyl-amino)carbothioyl]amino}methyl)-cyclohexyl]carbamate), C(=O)([O-])[O-].[K+].[K+] (K2CO3). The solvent is CO (MeOH), O (water). Conditions: time 24 hour. Product: C(C1=CC=CC=C1)OC(NC1CCC(CC1)CNC(=S)N)=O (Benzyl-N-(4-{[(aminocarbothioyl)amino]methyl}-cyclohexyl)-carbamate). Isolated yield 94.7%. RXN SMILES: C([NH:9][C:10]([NH:12][CH2:13][CH:14]1[CH2:19][CH2:18][CH:17]([NH:20][C:21](=[O:30])[O:22][CH2:23][C:24]2[CH:29]=[CH:28][CH:27]=[CH:26][CH:25]=2)[CH2:16][CH2:15]1)=[S:11])(=O)C1C=CC=CC=1.C([O-])([O-])=O.[K+].[K+]>CO.O>[CH2:23]([O:22][C:21](=[O:30])[NH:20][CH:17]1[CH2:16][CH2:15][CH:14]([CH2:13][NH:12][C:10]([NH2:9])=[S:11])[CH2:19][CH2:18]1)[C:24]1[CH:25]=[CH:26][CH:27]=[CH:28][CH:29]=1 |f:1.2.3|. Procedure details: To a solution of benzyl N-[4-({[(benzoyl-amino)carbothioyl]amino}methyl)-cyclohexyl]carbamate (5.023 g, 11.4 mmol) in MeOH (110 ml) was added a solution of K2CO3 (3.5 g, 25.3 mmol) in water (30 ml). The solution was stirred for 24 hours at room temperature and the solvent was removed in vacuo with repeated additions of MeOH to azeotropically remove water. The resulting solid was treated with acetone (60 ml) and filtered. The filtrate was evaporated to yield 95% (3.47 g) of a yellow solid. Reactants: FC(C(=O)NC1=C(C=C(C=C1)C1(CCC1)C)[N+](=O)[O-])(F)F (2,2,2-trifluoro-N-[4-(1-methylcyclobutyl)-2-nitrophenyl]acetamide), CO (Methanol), C([O-])([O-])=O.[K+].[K+] (Potassium carbonate), O (Water). Reaction conditions: temperature 45 celsius. The product is CC1(CCC1)C1=CC(=C(N)C=C1)[N+](=O)[O-] (4-(1-methylcyclobutyl)-2-nitroaniline). Isolated yield 102.1%. As a reaction SMILES: FC(F)(F)C([NH:5][C:6]1[CH:11]=[CH:10][C:9]([C:12]2([CH3:16])[CH2:15][CH2:14][CH2:13]2)=[CH:8][C:7]=1[N+:17]([O-:19])=[O:18])=O.CO.C(=O)([O-])[O-].[K+].[K+].O>>[CH3:16][C:12]1([C:9]2[CH:10]=[CH:11][C:6]([NH2:5])=[C:7]([N+:17]([O-:19])=[O:18])[CH:8]=2)[CH2:13][CH2:14][CH2:15]1 |f:2.3.4|. Procedure: A solution of 2,2,2-trifluoro-N-[4-(1-methylcyclobutyl)-2-nitrophenyl]acetamide (580 mg. 1.9 mmol) in Methanol (18 ml, 440 mmol) was treated with a solution of Potassium carbonate (788 mg, 5.70 mmol) in Water (4.5 ml, 250 mmol) and the mixture was heated at 45° C. for 50 minutes The reaction mixture was cooled to RT and the methanol was removed in vacuo. The remaining aqueous phase was diluted with 10 ml H2O and extracted with three 20 ml portions of EtOAc. The combined organic phase was dried o... Reactants: [C@@H]12N(CC(NC1)C2)C2=NC(=CC(N2C)=O)C2=CC=NC=C2 ((1S)-2-(2,5-diaza-bicyclo[2.2.1]hept-2-yl)-3-methyl-6-pyridin-4-yl-3H-pyrimidin-4-one), BrC=1C=NC=CC1 (3-bromopyridine), C([O-])([O-])=O.[Cs+].[Cs+] (cesium carbonate), (±)-2,2′-bis(diphenylplhosphino)-1,1′-binaphthyl. Reagents/catalysts: C(C)(=O)[O-].[Pd+2].C(C)(=O)[O-] (palladium(II) acetate). The solvent is O1CCCC1 (tetrahydrofuran). The product is CN1C(=NC(=CC1=O)C1=CC=NC=C1)N1[C@@H]2CN(C(C1)C2)C=2C=NC=CC2 ((1S)-3-Methyl-6-pyridin-4-yl-2-(5-pyridin-3-yl-2,5-diaza-bicyclo[2.2.1]hept-2-yl) -3H-pyrimidin-4-one). The yield is 46.5%. As a reaction SMILES: [C@H:1]12[CH2:7][CH:4]([NH:5][CH2:6]1)[CH2:3][N:2]2[C:8]1[N:13]([CH3:14])[C:12](=[O:15])[CH:11]=[C:10]([C:16]2[CH:21]=[CH:20][N:19]=[CH:18][CH:17]=2)[N:9]=1.Br[C:23]1[CH:24]=[N:25][CH:26]=[CH:27][CH:28]=1.C(=O)([O-])[O-].[Cs+].[Cs+]>O1CCCC1.C([O-])(=O)C.[Pd+2].C([O-])(=O)C>[CH3:14][N:13]1[C:12](=[O:15])[CH:11]=[C:10]([C:16]2[CH:21]=[CH:20][N:19]=[CH:18][CH:17]=2)[N:9]=[C:8]1[N:2]1[CH2:3][CH:4]2[CH2:7][C@H:1]1[CH2:6][N:5]2[C:23]1[CH:24]=[N:25][CH:26]=[CH:27][CH:28]=1 |f:2.3.4,6.7.8|. Procedure details: A mixture containing 0.2 g (0.71 mmol) of (1S)-2-(2,5-diaza-bicyclo[2.2.1]hept-2-yl)-3-methyl-6-pyridin-4-yl-3H-pyrimidin-4-one, 3.335 g (2.12 mmol) of 3-bromopyridine, 0.322 g (0.99 mmol) of cesium carbonate, 18 mg (0.028 mmol) of (±)-2,2′-bis(diphenylplhosphino)-1,1′-binaphthyl and 6 mg (0.028 mmol) of palladium(II) acetate in 100 ml of anhydrous tetrahydrofuran under argon atmosphere is stirred under reflux for 18 h. The mixture is filtered. Water is added to the filtrate and the resulting so... The reactants are CO, Cl, CC(C)(C)OC(=O)N1CC(O)CC1C(=O)Nc1ncc(F)s1, C1COCCO1. The product is O=C(Nc1ncc(F)s1)C1CC(O)CN1. As a reaction SMILES: [CH3:30][OH:31].[ClH:23].[F:1][c:2]1[cH:3][n:4][c:5]([NH:7][C:8](=[O:9])[CH:10]2[N:11]([C:16]([O:17][C:18]([CH3:19])([CH3:20])[CH3:21])=[O:22])[CH2:12][CH:13]([OH:15])[CH2:14]2)[s:6]1.[O:24]1[CH2:25][CH2:26][O:27][CH2:28][CH2:29]1>>[F:1][c:2]1[cH:3][n:4][c:5]([NH:7][C:8](=[O:9])[CH:10]2[NH:11][CH2:12][CH:13]([OH:15])[CH2:14]2)[s:6]1. The reactants are [H][H] (hydrogen), [H][H] (hydrogen), OC=1C=C(C=CC(=O)OCC)C=CC1[N+](=O)[O-] (ethyl 3-hydroxy-4-nitrocinnamate). Reaction SMILES: [OH:1][C:2]1[CH:3]=[C:4]([CH:12]=[CH:13][C:14]=1[N+:15]([O-])=O)[CH:5]=[CH:6][C:7]([O:9][CH2:10][CH3:11])=[O:8].[H][H]>O1CCCC1.C(O)C.[C].[Pd]>[NH2:15][C:14]1[CH:13]=[CH:12][C:4]([CH2:5][CH2:6][C:7]([O:9][CH2:10][CH3:11])=[O:8])=[CH:3][C:2]=1[OH:1] |f:4.5|. Yields the product NC1=C(C=C(C=C1)CCC(=O)OCC)O (ethyl 4-amino-3-hydroxybenzenepropionate). Reagents/catalysts: [C].[Pd] (palladium-carbon). Yield: 105.9%. Reported procedure: In 30 ml of tetrahydrofuran and 130 ml of ethanol was dissolved 3.32 g of ethyl 3-hydroxy-4-nitrocinnamate. To the solution was added 100 mg of 10% palladium-carbon. The mixture was stirred under normal pressure in a hydrogen flow until absorption of hydrogen was discontinued. The catalyst was filtered off by suction and the filtrate was concentrated under reduced pressure to obtain 3.10 g of crude ethyl 4-amino-3-hydroxybenzenepropionate as an oily substance. Run in O1CCCC1 (tetrahydrofuran), C(C)O (ethanol).